This data is from the Open Reaction Database (ORD), a public repository of structured organic reaction records. The task is: describe an organic reaction: reactants, conditions, products, and yield As a reaction SMILES: [CH3:15][N:16]([CH:17]=[O:18])[CH3:19].[CH3:1][c:2]1[n:3][cH:4][c:5]([C:8](=[O:9])[O:10][C:11]([CH3:12])([CH3:13])[CH3:14])[n:6][cH:7]1.[CH3:20][CH2:21][O:22][C:23](=[O:24])[CH3:25]>>[CH:1]([c:2]1[n:3][cH:4][c:5]([C:8](=[O:9])[O:10][C:11]([CH3:12])([CH3:13])[CH3:14])[n:6][cH:7]1)=[CH:17][N:16]([CH3:15])[CH3:19]. Product: CN(C)C=Cc1cnc(C(=O)OC(C)(C)C)cn1. Starting materials: CN(C)C=O, Cc1cnc(C(=O)OC(C)(C)C)cn1, CCOC(C)=O. Reactants: O=C([O-])[O-], O=C(Cl)C(=O)Cl, ClCCl, O=C(O)c1cn(CC2CCCCC2)c2c(Cl)cccc12, [K+], [K+], N. Yields the product NC(=O)c1cn(CC2CCCCC2)c2c(Cl)cccc12. As a reaction SMILES: [C:28](=[O:29])([O-:30])[O-:31].[Cl:1][C:2]([C:3]([Cl:4])=[O:5])=[O:6].[Cl:34][CH2:35][Cl:36].[Cl:7][c:8]1[cH:9][cH:10][cH:11][c:12]2[c:13]([C:24](=[O:25])[OH:26])[cH:14][n:15]([CH2:17][CH:18]3[CH2:19][CH2:20][CH2:21][CH2:22][CH2:23]3)[c:16]12.[K+:32].[K+:33].[NH3:27]>>[Cl:7][c:8]1[cH:9][cH:10][cH:11][c:12]2[c:13]([C:24](=[O:26])[NH2:27])[cH:14][n:15]([CH2:17][CH:18]3[CH2:19][CH2:20][CH2:21][CH2:22][CH2:23]3)[c:16]12. Reactants: NC=1SC=CC1C(=O)OC (methyl 2-aminothiophene-3-carboxylate), C(C(C)C)=O (isobutyraldehyde), C(C)(=O)O[BH-](OC(C)=O)OC(C)=O.[Na+] (sodium triacetoxyborohydride). Run in ClCCl (dichloromethane), C(C)(=O)O (acetic acid). Reaction conditions: time 18 hour. Product: C(C(C)C)NC=1SC=CC1C(=O)OC (methyl 2-(isobutylamino)thiophene-3-carboxylate). Reaction SMILES: [NH2:1][C:2]1[S:3][CH:4]=[CH:5][C:6]=1[C:7]([O:9][CH3:10])=[O:8].[CH:11](=O)[CH:12]([CH3:14])[CH3:13].C(O[BH-](OC(=O)C)OC(=O)C)(=O)C.[Na+]>ClCCl.C(O)(=O)C>[CH2:11]([NH:1][C:2]1[S:3][CH:4]=[CH:5][C:6]=1[C:7]([O:9][CH3:10])=[O:8])[CH:12]([CH3:14])[CH3:13] |f:2.3|. Procedure: To a solution of methyl 2-aminothiophene-3-carboxylate (2.0 g, 12.7 mmol) in dichloromethane (40 mL) and glacial acetic acid (0.72 mL) were added isobutyraldehyde (0.87 g, 12.1 mmol) and sodium triacetoxyborohydride (4.0 g, 18.9 mmol). The reaction mixture was stirred for 18 h at room temperature and concentrated. The residue was dissolved in ethyl acetate, washed with aqueous sodium bicarbonate solution and with water, dried over anhydrous sodium sulfate and concentrated. The residual oil was p... Reaction SMILES: [NH2:1][CH:2]([CH2:5][CH2:6][CH2:7][CH2:8][CH2:9][CH2:10][CH2:11][CH2:12][CH2:13][CH3:14])[CH2:3][OH:4].[C:15]1(=O)OCC[O:16]1>C1(C)C=CC=CC=1.C(OCC)(=O)C>[CH2:5]([CH:2]1[CH2:3][O:4][C:15](=[O:16])[NH:1]1)[CH2:6][CH2:7][CH2:8][CH2:9][CH2:10][CH2:11][CH2:12][CH2:13][CH3:14]. The reactants are NC(CO)CCCCCCCCCC (2-aminododecanol), C1(OCCO1)=O (ethylene carbonate), cyclic urethanes. Isolated yield 91.5%. The solvent is C1(=CC=CC=C1)C (toluene), C(C)(=O)OCC (ethyl acetate). Procedure: 26.465 g of 2-aminododecanol and 12.32 g of ethylene carbonate were heated at approximately 110° C. for 48 hours (preparation of the cyclic urethanes can be carried out without a solvent or in toluene solution)as a solvent. The reaction was followed by tlc and at the completion of the reaction the contents were cooled, dissolved in ethyl acetate and the organic solution was washed with brine and water. After drying, the filtrate was concentrated and the oily residue was kugelrohr distilled to gi... Yields the product C(CCCCCCCCC)C1NC(OC1)=O (4-Decyloxazolidin-2-one). Reactants: COC(=O)c1ccc2nccn2c1, CC#N, NC(=O)CCC(=O)NI. Yields the product COC(=O)c1ccc2ncc(I)n2c1. RXN SMILES: [CH3:10][O:11][C:12](=[O:13])[c:14]1[cH:15][cH:16][c:17]2[n:18]([cH:19]1)[cH:20][cH:21][n:22]2.[CH3:23][C:24]#[N:25].[I:1][NH:2][C:3](=[O:4])[CH2:5][CH2:6][C:7]([NH2:8])=[O:9]>>[I:1][c:20]1[n:18]2[c:17]([cH:16][cH:15][c:14]([C:12]([O:11][CH3:10])=[O:13])[cH:19]2)[n:22][cH:21]1.